From a dataset of the Open Reaction Database (ORD), a public repository of structured organic reaction records. describe an organic reaction: reactants, conditions, products, and yield Reactants: solid, Cl.Cl.Cl.O1CCC=2C1=C(N=CC2)N2CCN(CC2)CC[C@@H]2CC[C@H](CC2)N (trans-4-{2-[4-(2,3-dihydro-furo[2,3-c]pyridin-7-yl)-piperazin-1-yl]-ethyl}-cyclohexylamine trihydrochloride), Cl.Cl.Cl.O1CCC=2C1=C(N=CC2)N2CCN(CC2)CC[C@@H]2CC[C@H](CC2)N (trans-4-{2-[4-(2,3-dihydro-furo[2,3-c]pyridin-7-yl)-piperazin-1-yl]-ethyl}-cyclohexylamine trihydrochloride), C1(CCC1)C(=O)O (cyclobutanecarboxylic acid). Product: O1CCC=2C1=C(N=CC2)N2CCN(CC2)CC[C@@H]2CC[C@H](CC2)NC(=O)C2CCC2 (Cyclobutanecarboxylic acid trans-(4-{2-[4-(2,3-dihydro-furo[2,3-c]pyridin-7-yl)-piperazin-1-yl]-ethyl}-cyclohexyl)-amide). RXN SMILES: Cl.Cl.Cl.[O:4]1[C:8]2=[C:9]([N:13]3[CH2:18][CH2:17][N:16]([CH2:19][CH2:20][C@H:21]4[CH2:26][CH2:25][C@H:24]([NH2:27])[CH2:23][CH2:22]4)[CH2:15][CH2:14]3)[N:10]=[CH:11][CH:12]=[C:7]2[CH2:6][CH2:5]1.[CH:28]1([C:32](O)=[O:33])[CH2:31][CH2:30][CH2:29]1>>[O:4]1[C:8]2=[C:9]([N:13]3[CH2:18][CH2:17][N:16]([CH2:19][CH2:20][C@H:21]4[CH2:26][CH2:25][C@H:24]([NH:27][C:32]([CH:28]5[CH2:31][CH2:30][CH2:29]5)=[O:33])[CH2:23][CH2:22]4)[CH2:15][CH2:14]3)[N:10]=[CH:11][CH:12]=[C:7]2[CH2:6][CH2:5]1 |f:0.1.2.3|. Procedure: The title compound, white solid (48 mg, 73%), MS (ISP) m/z=413.4 [(M+H)+], mp 186° C., was prepared in accordance with the general method of example 6 from trans-4-{2-[4-(2,3-dihydro-furo[2,3-c]pyridin-7-yl)-piperazin-1-yl]-ethyl}-cyclohexylamine trihydrochloride (intermediate B) (70.4 mg, 0.16 mmol) and cyclobutanecarboxylic acid. The reactants are Fc1cccc(Br)c1, COc1c(F)cccc1-c1cccc(-n2cnc(C(=O)N(C)OC)c2)c1. Product: COc1c(F)cccc1-c1cccc(-n2cnc(C(=O)c3cccc(F)c3)c2)c1. Reaction SMILES: [Br:27][c:28]1[cH:29][c:30]([F:34])[cH:31][cH:32][cH:33]1.[CH3:1][O:2][N:3]([C:4](=[O:5])[c:6]1[n:7][cH:8][n:9](-[c:11]2[cH:12][c:13](-[c:17]3[c:18]([O:24][CH3:25])[c:19]([F:23])[cH:20][cH:21][cH:22]3)[cH:14][cH:15][cH:16]2)[cH:10]1)[CH3:26]>>[C:4](=[O:5])([c:6]1[n:7][cH:8][n:9](-[c:11]2[cH:12][c:13](-[c:17]3[c:18]([O:24][CH3:25])[c:19]([F:23])[cH:20][cH:21][cH:22]3)[cH:14][cH:15][cH:16]2)[cH:10]1)[c:28]1[cH:29][c:30]([F:34])[cH:31][cH:32][cH:33]1. The reactants are acyl chloride, C1C(CCC2=CC=CC=C12)C(=O)O (1,2,3,4-tetrahydro-2-naphthoic acid), C(C(=O)Cl)(=O)Cl (oxalyl chloride), Cl.ClC1=CC=C(C=C1)C(C(C)N)CC1=CC=C(C=C1)Cl (N-[2,3-bis(4-chlorophenyl)-1-methylpropyl]-amine hydrochloride), C(C)(C)N(CC)C(C)C (diisopropylethylamine). The solvent is C(Cl)Cl (methylene chloride), C(Cl)Cl (methylene chloride), CN(C=O)C (dimethylformamide). Run at time 2 hour. Product: ClC1=CC=C(C=C1)C(C(C)NC(=O)C1CC2=CC=CC=C2CC1)CC1=CC=C(C=C1)Cl (N-[2,3-Bis(4-Chlorophenyl)-1-methylpropyl]-1,2,3,4-tetrahydro-2-naphthamide). RXN SMILES: [CH2:1]1[C:10]2[C:5](=[CH:6][CH:7]=[CH:8][CH:9]=2)[CH2:4][CH2:3][CH:2]1[C:11]([OH:13])=O.C(Cl)(=O)C(Cl)=O.Cl.[Cl:21][C:22]1[CH:27]=[CH:26][C:25]([CH:28]([CH2:32][C:33]2[CH:38]=[CH:37][C:36]([Cl:39])=[CH:35][CH:34]=2)[CH:29]([NH2:31])[CH3:30])=[CH:24][CH:23]=1.C(N(C(C)C)CC)(C)C>C(Cl)Cl.CN(C)C=O>[Cl:21][C:22]1[CH:27]=[CH:26][C:25]([CH:28]([CH2:32][C:33]2[CH:34]=[CH:35][C:36]([Cl:39])=[CH:37][CH:38]=2)[CH:29]([NH:31][C:11]([CH:2]2[CH2:3][CH2:4][C:5]3[C:10](=[CH:9][CH:8]=[CH:7][CH:6]=3)[CH2:1]2)=[O:13])[CH3:30])=[CH:24][CH:23]=1 |f:2.3|. Reported procedure: To a solution of 1,2,3,4-tetrahydro-2-naphthoic acid (Aldrich, 0.50 g, 2.8 mmol) in methylene chloride (10 mL) at 0° C. was added a drop of dimethylformamide and oxalyl chloride (2 M in methylene chloride, 4.3 mL, 8.5 mmol). After stirring at room temperature for 2 h, the reaction mixture was concentrated on a rotary evaporator and dried under vacuum, and the resulting crude acyl chloride (0.55 g) was used without further purification. Thus, the crude acyl chloride (88 mg, 0.45 mmol) was dissolv... Starting materials: CNC(=O)c1c(-c2ccccc2)noc1C(=O)OC, CO, [Li+], [OH-], O. Yields the product CNC(=O)c1c(-c2ccccc2)noc1C(=O)O. Reaction SMILES: [CH3:1][NH:2][C:3](=[O:4])[c:5]1[c:6](-[c:14]2[cH:15][cH:16][cH:17][cH:18][cH:19]2)[n:7][o:8][c:9]1[C:10](=[O:11])[O:12][CH3:13].[CH3:22][OH:23].[Li+:21].[OH-:20].[OH2:24]>>[CH3:1][NH:2][C:3](=[O:4])[c:5]1[c:6](-[c:14]2[cH:15][cH:16][cH:17][cH:18][cH:19]2)[n:7][o:8][c:9]1[C:10](=[O:11])[OH:12]. The reactants are Cl, CC(C)(C)OC(=O)N1CCC2(CC1)CC(=O)c1cc(-c3noc(=O)[nH]3)ccc1O2, C1COCCO1. Yields the product Cl, O=C1CC2(CCNCC2)Oc2ccc(-c3noc(=O)[nH]3)cc21. As a reaction SMILES: [ClH:30].[O:1]=[C:2]1[CH2:3][C:4]2([O:5][c:6]3[cH:7][cH:8][c:9](-[c:12]4[n:13][o:14][c:15](=[O:17])[nH:16]4)[cH:10][c:11]31)[CH2:18][CH2:19][N:20]([C:23]([O:24][C:25]([CH3:26])([CH3:27])[CH3:28])=[O:29])[CH2:21][CH2:22]2.[O:31]1[CH2:32][CH2:33][O:34][CH2:35][CH2:36]1>>[ClH:30].[O:1]=[C:2]1[CH2:3][C:4]2([O:5][c:6]3[cH:7][cH:8][c:9](-[c:12]4[n:13][o:14][c:15](=[O:17])[nH:16]4)[cH:10][c:11]31)[CH2:18][CH2:19][NH:20][CH2:21][CH2:22]2. The reactants are O=C1CCC(=O)N1Br, COC(=O)c1ccc(C)cc1OC(C)=O, O=C(OOC(=O)c1ccccc1)c1ccccc1, ClC(Cl)(Cl)Cl, CC(C)(C#N)N=NC(C)(C)C#N. Product: COC(=O)c1ccc(CBr)cc1OC(C)=O. Reaction SMILES: [Br:16][N:17]1[C:18](=[O:19])[CH2:20][CH2:21][C:22]1=[O:23].[C:1]([CH3:2])(=[O:3])[O:4][c:5]1[c:6]([C:7](=[O:8])[O:9][CH3:10])[cH:11][cH:12][c:13]([CH3:15])[cH:14]1.[C:24]([O:25][O:26][C:27](=[O:28])[c:29]1[cH:30][cH:31][cH:32][cH:33][cH:34]1)(=[O:35])[c:36]1[cH:37][cH:38][cH:39][cH:40][cH:41]1.[C:54]([Cl:55])([Cl:56])([Cl:57])[Cl:58].[N:42]#[C:43][C:44]([N:45]=[N:46][C:47]([C:48]#[N:49])([CH3:50])[CH3:51])([CH3:52])[CH3:53]>>[C:1]([CH3:2])(=[O:3])[O:4][c:5]1[c:6]([C:7](=[O:8])[O:9][CH3:10])[cH:11][cH:12][c:13]([CH2:15][Br:16])[cH:14]1.